From a dataset of the Open Reaction Database (ORD), a public repository of structured organic reaction records. describe an organic reaction: reactants, conditions, products, and yield Yields the product CCN(CC)C(=O)CO. Starting materials: CCN(CC)C(=O)COCc1ccccc1, CCOC(C)=O, [H][H]. Reaction SMILES: [CH2:1]([c:2]1[cH:3][cH:4][cH:5][cH:6][cH:7]1)[O:8][CH2:9][C:10](=[O:11])[N:12]([CH2:13][CH3:14])[CH2:15][CH3:16].[CH3:19][CH2:20][O:21][C:22](=[O:23])[CH3:24].[H:17][H:18]>>[OH:8][CH2:9][C:10](=[O:11])[N:12]([CH2:13][CH3:14])[CH2:15][CH3:16]. Starting materials: CC#N, ClC(Cl)Cl, FC(F)(F)Sc1ccc(CBr)cc1, Nc1ccc(Cl)cc1C(=O)NCC(=O)NCC1CCNCC1. The product is Nc1ccc(Cl)cc1C(=O)NCC(=O)NCC1CCN(Cc2ccc(SC(F)(F)F)cc2)CC1. RXN SMILES: [CH3:36][C:37]#[N:38].[CH:39]([Cl:40])([Cl:41])[Cl:42].[F:23][C:24]([S:25][c:26]1[cH:27][cH:28][c:29]([CH2:30][Br:31])[cH:32][cH:33]1)([F:34])[F:35].[NH2:1][c:2]1[c:3]([C:4](=[O:5])[NH:6][CH2:7][C:8](=[O:9])[NH:10][CH2:11][CH:12]2[CH2:13][CH2:14][NH:15][CH2:16][CH2:17]2)[cH:18][c:19]([Cl:22])[cH:20][cH:21]1>>[NH2:1][c:2]1[c:3]([C:4](=[O:5])[NH:6][CH2:7][C:8](=[O:9])[NH:10][CH2:11][CH:12]2[CH2:13][CH2:14][N:15]([CH2:30][c:29]3[cH:28][cH:27][c:26]([S:25][C:24]([F:23])([F:34])[F:35])[cH:33][cH:32]3)[CH2:16][CH2:17]2)[cH:18][c:19]([Cl:22])[cH:20][cH:21]1. Reactants: Cc1cc(C)c(-c2c(C)nn3c(O)c(CCO)c(C)nc23)c(C)c1, O=S(Cl)Cl, c1ccccc1. Product: Cc1cc(C)c(-c2c(C)nn3c4c(c(C)nc23)CCO4)c(C)c1. RXN SMILES: [OH:1][CH2:2][CH2:3][c:4]1[c:5]([CH3:24])[n:6][c:7]2[n:8]([c:9]1[OH:10])[n:11][c:12]([CH3:23])[c:13]2-[c:14]1[c:15]([CH3:22])[cH:16][c:17]([CH3:21])[cH:18][c:19]1[CH3:20].[S:25]([Cl:26])([Cl:27])=[O:28].[cH:29]1[cH:30][cH:31][cH:32][cH:33][cH:34]1>>[CH2:2]1[CH2:3][c:4]2[c:5]([CH3:24])[n:6][c:7]3[n:8]([c:9]2[O:10]1)[n:11][c:12]([CH3:23])[c:13]3-[c:14]1[c:15]([CH3:22])[cH:16][c:17]([CH3:21])[cH:18][c:19]1[CH3:20]. The reactants are C1CCOC1, COC(=O)C(Cc1ccc2nc(-c3c(Cl)cccc3Cl)ccc2c1)NC(=O)c1c(Cl)cncc1Cl, [Na+], [OH-]. Product: O=C(NC(Cc1ccc2nc(-c3c(Cl)cccc3Cl)ccc2c1)C(=O)O)c1c(Cl)cncc1Cl. Reaction SMILES: [CH2:38]1[O:39][CH2:40][CH2:41][CH2:42]1.[CH3:1][O:2][C:3]([CH:4]([CH2:5][c:6]1[cH:7][c:8]2[cH:9][cH:10][c:11](-[c:16]3[c:17]([Cl:23])[cH:18][cH:19][cH:20][c:21]3[Cl:22])[n:12][c:13]2[cH:14][cH:15]1)[NH:24][C:25]([c:26]1[c:27]([Cl:33])[cH:28][n:29][cH:30][c:31]1[Cl:32])=[O:34])=[O:35].[Na+:37].[OH-:36]>>[O:2]=[C:3]([CH:4]([CH2:5][c:6]1[cH:7][c:8]2[cH:9][cH:10][c:11](-[c:16]3[c:17]([Cl:23])[cH:18][cH:19][cH:20][c:21]3[Cl:22])[n:12][c:13]2[cH:14][cH:15]1)[NH:24][C:25]([c:26]1[c:27]([Cl:33])[cH:28][n:29][cH:30][c:31]1[Cl:32])=[O:34])[OH:35]. The reactants are Oc1ccc(Br)nc1, O=C([O-])[O-], COCCOC, CSc1ccc(B(O)O)cc1, [Na+], [Na+], c1ccc(P(c2ccccc2)(c2ccccc2)[Pd](P(c2ccccc2)(c2ccccc2)c2ccccc2)(P(c2ccccc2)(c2ccccc2)c2ccccc2)P(c2ccccc2)(c2ccccc2)c2ccccc2)cc1. Product: CSc1ccc(-c2ccc(O)cn2)cc1. RXN SMILES: [Br:12][c:13]1[cH:14][cH:15][c:16]([OH:19])[cH:17][n:18]1.[C:20](=[O:21])([O-:22])[O-:23].[CH3:103][O:104][CH2:105][CH2:106][O:107][CH3:108].[CH3:1][S:2][c:3]1[cH:4][cH:5][c:6]([B:9]([OH:10])[OH:11])[cH:7][cH:8]1.[Na+:24].[Na+:25].[cH:26]1[cH:27][cH:28][c:29]([P:30]([Pd:31]([P:32]([c:33]2[cH:34][cH:35][cH:36][cH:37][cH:38]2)([c:39]2[cH:40][cH:41][cH:42][cH:43][cH:44]2)[c:45]2[cH:46][cH:47][cH:48][cH:49][cH:50]2)([P:51]([c:52]2[cH:53][cH:54][cH:55][cH:56][cH:57]2)([c:58]2[cH:59][cH:60][cH:61][cH:62][cH:63]2)[c:64]2[cH:65][cH:66][cH:67][cH:68][cH:69]2)[P:70]([c:71]2[cH:72][cH:73][cH:74][cH:75][cH:76]2)([c:77]2[cH:78][cH:79][cH:80][cH:81][cH:82]2)[c:83]2[cH:84][cH:85][cH:86][cH:87][cH:88]2)([c:89]2[cH:90][cH:91][cH:92][cH:93][cH:94]2)[c:95]2[cH:96][cH:97][cH:98][cH:99][cH:100]2)[cH:101][cH:102]1>>[CH3:1][S:2][c:3]1[cH:4][cH:5][c:6](-[c:13]2[cH:14][cH:15][c:16]([OH:19])[cH:17][n:18]2)[cH:7][cH:8]1. Reactants: CC(C)(C)OC(=O)Nc1cccc(Sc2ccc(C(=O)Nc3cccc(Br)c3)cc2[N+](=O)[O-])c1, CCO, [Cl-], [Fe], [NH4+], C1CCOC1, O. The product is CC(C)(C)OC(=O)Nc1cccc(Sc2ccc(C(=O)Nc3cccc(Br)c3)cc2N)c1. RXN SMILES: [C:1]([CH3:2])([CH3:3])([CH3:4])[O:5][C:6]([NH:7][c:8]1[cH:9][c:10]([S:14][c:15]2[c:16]([N+:31]([O-:32])=[O:33])[cH:17][c:18]([C:21]([NH:22][c:23]3[cH:24][c:25]([Br:29])[cH:26][cH:27][cH:28]3)=[O:30])[cH:19][cH:20]2)[cH:11][cH:12][cH:13]1)=[O:34].[CH3:43][CH2:44][OH:45].[Cl-:35].[Fe:46].[NH4+:36].[O:37]1[CH2:38][CH2:39][CH2:40][CH2:41]1.[OH2:42]>>[C:1]([CH3:2])([CH3:3])([CH3:4])[O:5][C:6]([NH:7][c:8]1[cH:9][c:10]([S:14][c:15]2[c:16]([NH2:31])[cH:17][c:18]([C:21]([NH:22][c:23]3[cH:24][c:25]([Br:29])[cH:26][cH:27][cH:28]3)=[O:30])[cH:19][cH:20]2)[cH:11][cH:12][cH:13]1)=[O:34]. The reactants are Example 53B, CN1C(CCC1)=O (N-methylpyrrolidinone), C1OC=2C=C(C=C)C=CC2O1 (3,4-methylenedioxystyrene), C(C)(C)N(CC)C(C)C (diisopropylethylamine). The reagents and catalysts are C1=CC=C(C=C1)P([C-]2C=CC=C2)C3=CC=CC=C3.C1=CC=C(C=C1)P([C-]2C=CC=C2)C3=CC=CC=C3.Cl[Pd]Cl.[Fe+2] (PdCl2(dppf)). Product: O1COC2=C1C=CC(=C2)/C=C/C=2C=CC=C1C=CC(=CC21)C#N ((E)-8-[2-(1,3-Benzodioxol-5-yl)ethenyl]-2-naphthalenecarbonitrile). As a reaction SMILES: [CH2:1]1[O:11][C:10]2[CH:9]=[CH:8][C:5]([CH:6]=[CH2:7])=[CH:4][C:3]=2[O:2]1.C(N([CH:18]([CH3:20])[CH3:19])CC)(C)C.C[N:22]1[CH2:26][CH2:25][CH2:24][C:23]1=O>C1C=CC(P(C2C=CC=CC=2)[C-]2C=CC=C2)=CC=1.C1C=CC(P(C2C=CC=CC=2)[C-]2C=CC=C2)=CC=1.Cl[Pd]Cl.[Fe+2]>[O:11]1[C:10]2[CH:9]=[CH:8][C:5](/[CH:6]=[CH:7]/[C:4]3[CH:3]=[CH:10][CH:9]=[C:19]4[C:18]=3[CH:20]=[C:25]([C:26]#[N:22])[CH:24]=[CH:23]4)=[CH:4][C:3]=2[O:2][CH2:1]1 |f:3.4.5.6|. Procedure details: Example 53B (75 mg, 0.243 mmol), PdCl2(dppf) (20 mg, 0.024 mmol), 3,4-methylenedioxystyrene (43 mg, 0.291 mmol) and diisopropylethylamine (0.170 mL, 0.97 mmol) in N-methylpyrrolidinone (2 mL) were stirred at 90° C. for 18 h, cooled to room temperature and chromatographed on silica gel with 20% ethyl acetate/hexanes to provide 46 mg of the title compound. Starting materials: [Br-], CC(C)(C)NS(=O)(=O)c1cccc2snc(NCCCNC(=O)c3ccc(I)cc3)c12, ClCCl, COc1ccc(B(O)O)cc1, CCCC[N+](CCCC)(CCCC)CCCC, [Na+], [Na+], O=C([O-])[O-], CC(=O)[O-], CC(=O)[O-], O, [Pd+2]. Product: COc1ccc(-c2ccc(C(=O)NCCCNc3nsc4cccc(S(=O)(=O)NC(C)(C)C)c34)cc2)cc1. RXN SMILES: [Br-:49].[C:1]([CH3:2])([CH3:3])([CH3:4])[NH:5][S:6](=[O:7])(=[O:8])[c:9]1[cH:10][cH:11][cH:12][c:13]2[c:14]1[c:15]([NH:18][CH2:19][CH2:20][CH2:21][NH:22][C:23]([c:24]1[cH:25][cH:26][c:27]([I:30])[cH:28][cH:29]1)=[O:31])[n:16][s:17]2.[CH2:68]([Cl:69])[Cl:70].[CH3:32][O:33][c:34]1[cH:35][cH:36][c:37]([B:40]([OH:41])[OH:42])[cH:38][cH:39]1.[CH3:50][CH2:51][CH2:52][CH2:53][N+:54]([CH2:55][CH2:56][CH2:57][CH3:58])([CH2:59][CH2:60][CH2:61][CH3:62])[CH2:63][CH2:64][CH2:65][CH3:66].[Na+:43].[Na+:44].[O-:45][C:46](=[O:47])[O-:48].[O-:72][C:73]([CH3:74])=[O:75].[O-:76][C:77]([CH3:78])=[O:79].[OH2:67].[Pd+2:71]>>[C:1]([CH3:2])([CH3:3])([CH3:4])[NH:5][S:6](=[O:7])(=[O:8])[c:9]1[cH:10][cH:11][cH:12][c:13]2[c:14]1[c:15]([NH:18][CH2:19][CH2:20][CH2:21][NH:22][C:23]([c:24]1[cH:25][cH:26][c:27](-[c:37]3[cH:36][cH:35][c:34]([O:33][CH3:32])[cH:39][cH:38]3)[cH:28][cH:29]1)=[O:31])[n:16][s:17]2. The reactants are CCOC(C)=O, CN(C)C=O, CCc1ccccc1N=C=S, Nc1cnccn1. Product: CCc1ccccc1NC(=S)Nc1cnccn1. Reaction SMILES: [CH3:19][CH2:20][O:21][C:22](=[O:23])[CH3:24].[CH3:25][N:26]([CH3:27])[CH:28]=[O:29].[CH3:8][CH2:9][c:10]1[c:11]([N:16]=[C:17]=[S:18])[cH:12][cH:13][cH:14][cH:15]1.[NH2:1][c:2]1[n:3][cH:4][cH:5][n:6][cH:7]1>>[NH:1]([c:2]1[n:3][cH:4][cH:5][n:6][cH:7]1)[C:17]([NH:16][c:11]1[c:10]([CH2:9][CH3:8])[cH:15][cH:14][cH:13][cH:12]1)=[S:18].